From a dataset of the Open Reaction Database (ORD), a public repository of structured organic reaction records. describe an organic reaction: reactants, conditions, products, and yield RXN SMILES: [CH3:1][O:2][CH2:3][CH2:4][NH:5][C:6]1[O:7][CH2:8][C:9](=[O:16])[C:10]=1[C:11]([O:13][CH2:14][CH3:15])=[O:12].[NH:17]1[C:25]2[C:20](=[CH:21][CH:22]=[CH:23][N:24]=2)[C:19]([CH:26]=O)=[CH:18]1>C(O)C.N1CCCCC1>[NH:17]1[C:25]2=[N:24][CH:23]=[CH:22][CH:21]=[C:20]2[C:19]([CH:26]=[C:8]2[O:7][C:6]([NH:5][CH2:4][CH2:3][O:2][CH3:1])=[C:10]([C:11]([O:13][CH2:14][CH3:15])=[O:12])[C:9]2=[O:16])=[CH:18]1. The reactants are COCCNC=1OCC(C1C(=O)OCC)=O (ethyl 2-[(2-methoxyethyl)amino]-4-oxo-4,5-dihydrofuran-3-carboxylate), N1C=C(C2=CC=CN=C12)C=O (7-azaindole-3-carboxaldehyde). Run in C(C)O (ethanol). Reagents/catalysts: N1CCCCC1 (piperidine). Reported procedure: To a solution of ethyl 2-[(2-methoxyethyl)amino]-4-oxo-4,5-dihydrofuran-3-carboxylate (0.50 g, 2.2 mmol) which similarly prepared according to the procedure described in the Example 4, First step and 7-azaindole-3-carboxaldehyde (0.32 g, 2.2 mmol) in ethanol (3.0 mL), piperidine (5 drops) was added at ambient temperature. The mixture was refluxed for 16 h. Cooled to ambient temperature, the precipitate was collected by filtration, washed with ethanol then dried to afford the titled compound as s... Yields the product N1C=C(C=2C1=NC=CC2)C=C2C(C(=C(O2)NCCOC)C(=O)OCC)=O (Ethyl 5-[(1H-pyrrolo[2,3-b]pyridin-3-yl)methylene]-2-[(2-methoxyethyl)amino]-4-oxo-4,5-dihydrofuran-3-carboxylate). The reactants are CC(=O)COc1ccc2c(-c3ccc(Br)cc3)nsc2c1, C1CCOC1, CNC, CCOC(C)=O, CCO, [Na+], O=C([O-])O. Product: CC(COc1ccc2c(-c3ccc(Br)cc3)nsc2c1)N(C)C. RXN SMILES: [Br:1][c:2]1[cH:3][cH:4][c:5](-[c:8]2[n:9][s:10][c:11]3[c:12]2[cH:13][cH:14][c:15]([O:17][CH2:18][C:19]([CH3:20])=[O:21])[cH:16]3)[cH:6][cH:7]1.[CH2:36]1[O:37][CH2:38][CH2:39][CH2:40]1.[CH3:22][NH:23][CH3:24].[CH3:30][CH2:31][O:32][C:33]([CH3:34])=[O:35].[CH3:41][CH2:42][OH:43].[Na+:29].[O-:25][C:26]([OH:27])=[O:28]>>[Br:1][c:2]1[cH:3][cH:4][c:5](-[c:8]2[n:9][s:10][c:11]3[c:12]2[cH:13][cH:14][c:15]([O:17][CH2:18][CH:19]([CH3:20])[N:23]([CH3:22])[CH3:24])[cH:16]3)[cH:6][cH:7]1.